Task: describe an organic reaction: reactants, conditions, products, and yield. Dataset: the Open Reaction Database (ORD), a public repository of structured organic reaction records Reactants: NC1=CC=C(N=N1)C=1C=C(C(=O)OC)C=CC1 (methyl 3-(6-aminopyridazin-3-yl)benzoate), C(=O)(O)[O-].[Na+] (NaHCO3), BrBr (Br2). Run in CO (methanol). Reaction conditions: time 16 hour. Product: NC1=C(C=C(N=N1)C=1C=C(C(=O)OC)C=CC1)Br (methyl 3-(6-amino-5-bromopyridazin-3-yl)benzoate). Isolated yield 38.9%. As a reaction SMILES: [NH2:1][C:2]1[N:7]=[N:6][C:5]([C:8]2[CH:9]=[C:10]([CH:15]=[CH:16][CH:17]=2)[C:11]([O:13][CH3:14])=[O:12])=[CH:4][CH:3]=1.C([O-])(O)=O.[Na+].[Br:23]Br>CO>[NH2:1][C:2]1[N:7]=[N:6][C:5]([C:8]2[CH:9]=[C:10]([CH:15]=[CH:16][CH:17]=2)[C:11]([O:13][CH3:14])=[O:12])=[CH:4][C:3]=1[Br:23] |f:1.2|. Procedure details: In a 150 mL round bottom flask was placed methyl 3-(6-aminopyridazin-3-yl)benzoate (2.29 g, 10 mmol), NaHCO3 (1.68 g, 20 mmol) and methanol (40 mL). To this suspension was added Br2 (1.6 g, 10 mmol) drop wise over about 30 minutes at room temperature. The mixture was stirred for 16 h, then filtered and concentrated in vacuo. The residue was purified by chromatography (silica gel, 200-300 mesh, petroleum ether:ethyl acetate=2:1) to give methyl 3-(6-amino-5-bromopyridazin-3-yl)benzoate (1.2 g, 39%... Reaction SMILES: [ClH:21].[F:1][C:2]([O:3][c:4]1[cH:5][c:6]2[c:11]([cH:12][cH:13]1)[O:10][CH2:9][C:8]([C:14]#[N:15])=[CH:7]2)([F:16])[F:17].[Na+:19].[OH-:18].[OH2:20]>>[F:1][C:2]([O:3][c:4]1[cH:5][c:6]2[c:11]([cH:12][cH:13]1)[O:10][CH2:9][C:8]([C:14](=[O:18])[OH:20])=[CH:7]2)([F:16])[F:17]. Starting materials: Cl, N#CC1=Cc2cc(OC(F)(F)F)ccc2OC1, [Na+], [OH-], O. Product: O=C(O)C1=Cc2cc(OC(F)(F)F)ccc2OC1. RXN SMILES: [Cl-].[Al+3].[Cl-].[Cl-].[C:5]1(=[O:15])[O:10][C:8](=[O:9])[C:7]2=[CH:11][CH:12]=[CH:13][CH:14]=[C:6]12.[C:16]1([CH3:24])[CH:21]=[C:20]([CH3:22])[CH:19]=[C:18]([CH3:23])[CH:17]=1.Cl>ClCCCl>[CH3:24][C:16]1[CH:21]=[C:20]([CH3:22])[CH:19]=[C:18]([CH3:23])[C:17]=1[C:8]([C:7]1[CH:11]=[CH:12][CH:13]=[CH:14][C:6]=1[C:5]([OH:10])=[O:15])=[O:9] |f:0.1.2.3|. Yields the product CC1=C(C(=O)C2=C(C(=O)O)C=CC=C2)C(=CC(=C1)C)C (2-(2,4,6-Trimethylbenzoyl)-benzoic acid). Run at time 2 hour. The solvent is ClCCCl (1,2-dichloroethane). The reactants are ice water, [Cl-].[Al+3].[Cl-].[Cl-] (Aluminum chloride), C1(C=2C(C(=O)O1)=CC=CC2)=O (phthalic anhydride), C1(=CC(=CC(=C1)C)C)C (mesitylene), Cl (hydrochloric acid). Reported procedure: Aluminum chloride (60 g, 0.45 mol) was added in portions to a solution of phthalic anhydride (30 g, 0.20 mol) and mesitylene (40 mL) in 150 mL of 1,2-dichloroethane at 0° C. the reaction mixture was stirred at room temperature for 2 hours, then poured into ice-water. The mixture was acidified with 37% hydrochloric acid and extracted with ether. The ether extract was washed with 1 N hydrochloric acid, water, dried and concentrated to give 59 g of the title compound as white solids which was used ... The reactants are COc1ccc2c(Cl)nc(C)c(Br)c2c1, C1CCOC1, [Li]CCCC, CN(C)C=O. Yields the product COc1ccc2c(Cl)nc(C)c(C=O)c2c1. RXN SMILES: [Br:6][c:7]1[c:8]([CH3:20])[n:9][c:10]([Cl:19])[c:11]2[cH:12][cH:13][c:14]([O:17][CH3:18])[cH:15][c:16]12.[CH2:26]1[O:27][CH2:28][CH2:29][CH2:30]1.[CH3:1][CH2:2][CH2:3][CH2:4][Li:5].[O:21]=[CH:22][N:23]([CH3:24])[CH3:25]>>[c:7]1([CH:22]=[O:21])[c:8]([CH3:20])[n:9][c:10]([Cl:19])[c:11]2[cH:12][cH:13][c:14]([O:17][CH3:18])[cH:15][c:16]12.